Dataset: the Open Reaction Database (ORD), a public repository of structured organic reaction records. Task: describe an organic reaction: reactants, conditions, products, and yield Starting materials: CO, C=CC=O, C=CC(=O)O. Product: C=CC=O, C=CC(=O)O. As a reaction SMILES: [CH3:10][OH:11].[CH:6](=[O:7])[CH:8]=[CH2:9].[OH:1][C:2](=[O:3])[CH:4]=[CH2:5]>>[CH:6](=[O:7])[CH:8]=[CH2:9].[O:1]=[C:2]([OH:3])[CH:4]=[CH2:5]. The reactants are CC(C)(C)OC(=O)N1CCN(c2ncc(C(=O)O)cc2Cl)CC1, CI, [K+], [K+], O=C([O-])[O-], CN(C)C=O. The product is COC(=O)c1cnc(N2CCN(C(=O)OC(C)(C)C)CC2)c(Cl)c1. Reaction SMILES: [C:1]([CH3:2])([CH3:3])([CH3:4])[O:5][C:6](=[O:7])[N:8]1[CH2:9][CH2:10][N:11]([c:14]2[n:15][cH:16][c:17]([C:21](=[O:22])[OH:23])[cH:18][c:19]2[Cl:20])[CH2:12][CH2:13]1.[CH3:30][I:31].[K+:24].[K+:25].[O-:26][C:27]([O-:28])=[O:29].[O:32]=[CH:33][N:34]([CH3:35])[CH3:36]>>[C:1]([CH3:2])([CH3:3])([CH3:4])[O:5][C:6](=[O:7])[N:8]1[CH2:9][CH2:10][N:11]([c:14]2[n:15][cH:16][c:17]([C:21](=[O:22])[O:23][CH3:27])[cH:18][c:19]2[Cl:20])[CH2:12][CH2:13]1. The reactants are CS(C)=O, ClCc1ccc(OCC2CC2)cc1, OC(c1ccc(C(F)(F)F)cc1)(c1ccc(C(F)(F)F)cc1)C1CCNCC1. Yields the product OC(c1ccc(C(F)(F)F)cc1)(c1ccc(C(F)(F)F)cc1)C1CCN(Cc2ccc(OCC3CC3)cc2)CC1. As a reaction SMILES: [CH3:42][S:43](=[O:44])[CH3:45].[CH:1]1([CH2:4][O:5][c:6]2[cH:7][cH:8][c:9]([CH2:12][Cl:13])[cH:10][cH:11]2)[CH2:2][CH2:3]1.[F:14][C:15]([c:16]1[cH:17][cH:18][c:19]([C:22]([CH:23]2[CH2:24][CH2:25][NH:26][CH2:27][CH2:28]2)([OH:29])[c:30]2[cH:31][cH:32][c:33]([C:36]([F:37])([F:38])[F:39])[cH:34][cH:35]2)[cH:20][cH:21]1)([F:40])[F:41]>>[CH:1]1([CH2:4][O:5][c:6]2[cH:7][cH:8][c:9]([CH2:12][N:26]3[CH2:25][CH2:24][CH:23]([C:22]([c:19]4[cH:18][cH:17][c:16]([C:15]([F:14])([F:40])[F:41])[cH:21][cH:20]4)([OH:29])[c:30]4[cH:31][cH:32][c:33]([C:36]([F:37])([F:38])[F:39])[cH:34][cH:35]4)[CH2:28][CH2:27]3)[cH:10][cH:11]2)[CH2:2][CH2:3]1. Starting materials: CC(=O)C1=CC(=CC=C1)C(F)(F)F (3-trifluoromethylacetophenone), COC(C)(N(C)C)OC (N,N-dimethylacetamide dimethyl acetal). The product is CN(C(=CC(=O)C1=CC(=CC=C1)C(F)(F)F)C)C (3-(dimethylamino)-1-[3-(trifluoromethyl)phenyl]-2-buten-1-one). As a reaction SMILES: [CH3:1][C:2]([C:4]1[CH:9]=[CH:8][CH:7]=[C:6]([C:10]([F:13])([F:12])[F:11])[CH:5]=1)=[O:3].CO[C:16](OC)([N:18]([CH3:20])[CH3:19])[CH3:17]>>[CH3:19][N:18]([CH3:20])[C:16]([CH3:17])=[CH:1][C:2]([C:4]1[CH:9]=[CH:8][CH:7]=[C:6]([C:10]([F:11])([F:12])[F:13])[CH:5]=1)=[O:3]. Reported procedure: A mixture of 20.0 g of 3-trifluoromethylacetophenone and 20 ml of N,N-dimethylacetamide dimethyl acetal was stirred and heated at reflux for 3 hours. The mixture was evaporated in vacuo to give a red solid. The solid was triturated with n-hexane and filtered. The solid was washed with n-hexane and dried to give 18.0 g of 3-(dimethylamino)-1-[3-(trifluoromethyl)phenyl]-2-buten-1-one as red crystals, mp 71°-73° C. Starting materials: C1CCOC1, CCO, Nc1nc(-c2cccnc2)c(-c2ccncc2F)cc1[N+](=O)[O-]. RXN SMILES: [CH2:24]1[O:25][CH2:26][CH2:27][CH2:28]1.[CH3:29][CH2:30][OH:31].[F:1][c:2]1[cH:3][n:4][cH:5][cH:6][c:7]1-[c:8]1[c:9](-[c:18]2[cH:19][n:20][cH:21][cH:22][cH:23]2)[n:10][c:11]([NH2:17])[c:12]([N+:14]([O-:15])=[O:16])[cH:13]1>>[F:1][c:2]1[cH:3][n:4][cH:5][cH:6][c:7]1-[c:8]1[c:9](-[c:18]2[cH:19][n:20][cH:21][cH:22][cH:23]2)[n:10][c:11]([NH2:17])[c:12]([NH2:14])[cH:13]1. Yields the product Nc1cc(-c2ccncc2F)c(-c2cccnc2)nc1N. Reactants: CSCC(=O)Nc1cc(COc2ccc(NC(=O)Nc3cc(C(C)(C)C)nn3-c3ccc(C)cc3)c3ccccc23)ccn1, CN(C)C=O, O. Product: Cc1ccc(-n2nc(C(C)(C)C)cc2NC(=O)Nc2ccc(OCc3ccnc(NC(=O)CS(C)=O)c3)c3ccccc23)cc1. RXN SMILES: [C:1]([CH3:2])([CH3:3])([CH3:4])[c:5]1[n:6][n:7](-[c:38]2[cH:39][cH:40][c:41]([CH3:44])[cH:42][cH:43]2)[c:8]([NH:10][C:11]([NH:12][c:13]2[cH:14][cH:15][c:16]([O:23][CH2:24][c:25]3[cH:26][c:27]([NH:31][C:32]([CH2:33][S:34][CH3:35])=[O:36])[n:28][cH:29][cH:30]3)[c:17]3[cH:18][cH:19][cH:20][cH:21][c:22]23)=[O:37])[cH:9]1.[O:45]=[CH:46][N:47]([CH3:48])[CH3:49].[OH2:50]>>[C:1]([CH3:2])([CH3:3])([CH3:4])[c:5]1[n:6][n:7](-[c:38]2[cH:39][cH:40][c:41]([CH3:44])[cH:42][cH:43]2)[c:8]([NH:10][C:11]([NH:12][c:13]2[cH:14][cH:15][c:16]([O:23][CH2:24][c:25]3[cH:26][c:27]([NH:31][C:32]([CH2:33][S:34]([CH3:35])=[O:45])=[O:36])[n:28][cH:29][cH:30]3)[c:17]3[cH:18][cH:19][cH:20][cH:21][c:22]23)=[O:37])[cH:9]1. Starting materials: CN (methylamine), solution, [O-]S(=O)(=O)[O-].[Mg+2] (MgSO4), BrC=1C=C(C=CC1OC)C1=CC=C(C=C1)C=O (3′-bromo-4′-methoxy-1,1′-biphenyl-4-carbaldehyde). The solvent is C(C)O (ethanol), C(Cl)Cl (methylene chloride). The product is BrC=1C=C(C=CC1OC)C1=CC=C(C=C1)\C=N\C (N-[(E)-(3′-bromo-4′-methoxy-1,1′-biphenyl-4-yl)methylidene]-N-methylamine). Isolated yield 98.0%. RXN SMILES: [Br:1][C:2]1[CH:3]=[C:4]([C:10]2[CH:15]=[CH:14][C:13]([CH:16]=O)=[CH:12][CH:11]=2)[CH:5]=[CH:6][C:7]=1[O:8][CH3:9].[CH3:18][NH2:19].[O-]S([O-])(=O)=O.[Mg+2]>C(O)C.C(Cl)Cl>[Br:1][C:2]1[CH:3]=[C:4]([C:10]2[CH:15]=[CH:14][C:13](/[CH:16]=[N:19]/[CH3:18])=[CH:12][CH:11]=2)[CH:5]=[CH:6][C:7]=1[O:8][CH3:9] |f:2.3|. Reported procedure: A mixture of 3′-bromo-4′-methoxy-1,1′-biphenyl-4-carbaldehyde (7.56g, 26.0 mmol), prepared in the previous step, methylamine (16.2 mL of an 8.03 M solution in ethanol; 130 mmol) and 20.0 g of anhydrous MgSO4 in 150 mL of methylene chloride was stirred under nitrogen at room temperature for 22 h. The reaction was filtered and the filtrate concentrated under reduced pressure to give N-[(E)-(3′-bromo-4′-methoxy-1,1′-biphenyl-4-yl)methylidene]-N-methylamine (7.77 g, 98%) as a brown solid, mp 115-117... Starting materials: [Li+].C[Si](C)(C)[N-][Si](C)(C)C (LiHMDS), N1=CC(=CC=C1)N (pyridin-3-ylamine), FC1=C(C=CC(=C1)F)[N+](=O)[O-] (2,4-difluoro-1-nitrobenzene). Run in C1CCOC1 (THF), C1CCOC1 (THF). Reaction conditions: temperature -78 celsius, time 10 minute. Yields the product FC=1C=CC(=C(C1)NC=1C=NC=CC1)[N+](=O)[O-] ((5-Fluoro-2-nitrophenyl)pyridin-3-yl-amine). RXN SMILES: [Li+].C[Si]([N-][Si](C)(C)C)(C)C.[N:11]1[CH:16]=[CH:15][CH:14]=[C:13]([NH2:17])[CH:12]=1.F[C:19]1[CH:24]=[C:23]([F:25])[CH:22]=[CH:21][C:20]=1[N+:26]([O-:28])=[O:27]>C1COCC1>[F:25][C:23]1[CH:22]=[CH:21][C:20]([N+:26]([O-:28])=[O:27])=[C:19]([NH:17][C:13]2[CH:12]=[N:11][CH:16]=[CH:15][CH:14]=2)[CH:24]=1 |f:0.1|. Procedure details: LiHMDS (1.0M in THF, 50 mL, 50 mmol) was added dropwise to a stirred solution of pyridin-3-ylamine (2.5 g, 26.4 mmol) in anhydrous THF (20 mL) under a nitrogen atmosphere at −70° C. After 10 min stirring at −78° C., a solution of 2,4-difluoro-1-nitrobenzene (4.0 g, 25.1 mmol) in THF (40 mL) was added dropwise at −78° C. The reaction mixture was slowly warmed to RT. After 4 h stirring at RT, the crude mixture was quenched by addition of an aqueous solution of NH4Cl and the aqueous fraction extrac... The reactants are C1=CC=CC=2C3=CC=CC=C3C(C12)COC(N[C@@H](CC(C)C)C(=O)N1C=C(C=2C1=NC=C(C2)Br)[C@H](C)C2=C(C(=CC=C2Cl)F)Cl)=O (((S)-1-{5-Bromo-3-[(S)-1-(2,6-dichloro-3-fluorophenyl)ethyl]pyrrolo[2,3-b]pyridine-1-carbonyl}-3-methyl-butyl)-carbamic acid 9H-fluoren-9-ylmethyl ester), CC1(OB(OC1(C)C)C1=CC=NC=C1)C (4-(4,4,5,5-Tetramethyl[1,3,2]dioxaborolan-2-yl)pyridine). Yields the product ClC1=C(C(=CC=C1F)Cl)[C@@H](C)C1=CNC2=NC=C(C=C21)C2=CC=NC=C2 (3-[(S)-1-(2,6-Dichloro-3-fluorophenyl)ethyl]-5-pyridin-4-yl-1H-pyrrolo[2,3-b]pyridine). Reaction SMILES: C1C2C(COC(=O)N[C@H](C([N:25]3[C:29]4=[N:30][CH:31]=[C:32](Br)[CH:33]=[C:28]4[C:27]([C@@H:35]([C:37]4[C:42]([Cl:43])=[CH:41][CH:40]=[C:39]([F:44])[C:38]=4[Cl:45])[CH3:36])=[CH:26]3)=O)CC(C)C)C3C(=CC=CC=3)C=2C=CC=1.CC1(C)C(C)(C)OB([C:55]2[CH:60]=[CH:59][N:58]=[CH:57][CH:56]=2)O1>>[Cl:45][C:38]1[C:39]([F:44])=[CH:40][CH:41]=[C:42]([Cl:43])[C:37]=1[C@H:35]([C:27]1[C:28]2[C:29](=[N:30][CH:31]=[C:32]([C:55]3[CH:60]=[CH:59][N:58]=[CH:57][CH:56]=3)[CH:33]=2)[NH:25][CH:26]=1)[CH3:36]. Procedure: Example 68 was synthesized according to the Suzuki coupling method described above for the synthesis of example 66, using ((S)-1-{5-Bromo-3-[(S)-1-(2,6-dichloro-3-fluorophenyl)ethyl]pyrrolo[2,3-b]pyridine-1-carbonyl}-3-methyl-butyl)-carbamic acid 9H-fluoren-9-ylmethyl ester and 4-(4,4,5,5-Tetramethyl[1,3,2]dioxaborolan-2-yl)pyridine, except that the crude product was purified by HPLC. 1H NMR (400 MHz, CD3OD): δ 8.48-8.59 (m, 3 H), 7.61 (d, J=2.0 Hz, 1H), 7.52 (dd, J=4.5, 1.5 Hz, 2H), 7.46-7.49 (... The reactants are [BH4-].[Na+] (NaBH4), OS(=O)(=O)[O-].[K+] (KHSO4), C(C=1C(C(=O)[O-])=CC=CC1)(=O)OCCC1=CC=CC=C1 (monophenylethyl (−)-phthalate), C(C(=O)Cl)(=O)Cl (oxalyl chloride). Run in CO (methanol). Reaction conditions: time 1 hour. Yields the product crude product, OCC1=C(C(=O)OCCC2=CC=CC=C2)C=CC=C1 (2-phenylethyl 2-hydroxymethylbenzoate). Yield: 50.8%. As a reaction SMILES: [C:1]([O:12][CH2:13][CH2:14][C:15]1[CH:20]=[CH:19][CH:18]=[CH:17][CH:16]=1)(=[O:11])[C:2]1[C:3](=[CH:7][CH:8]=[CH:9][CH:10]=1)[C:4]([O-])=[O:5].C(Cl)(=O)C(Cl)=O.[BH4-].[Na+].OS([O-])(=O)=O.[K+]>CO>[OH:5][CH2:4][C:3]1[CH:7]=[CH:8][CH:9]=[CH:10][C:2]=1[C:1]([O:12][CH2:13][CH2:14][C:15]1[CH:16]=[CH:17][CH:18]=[CH:19][CH:20]=1)=[O:11] |f:2.3,4.5|. Procedure details: 25.2 g (93 mmol) monophenylethyl (−)-phthalate was heated at reflux in 50 ml oxalyl chloride (3 eq.) for 2 h. The excess oxalyl chloride was distilled under vacuum. The crude acid chloride was then diluted in 100 ml THF cooled to 0° under argon, and 7.4 g (2 eq.) NaBH4 was added. The reaction mixture was maintained under stirring at ambient temperature for 1 h, then cooled to 0° and 20 ml of methanol was added. After leaving the reaction mixture under stirring at ambient temperature for 1 h it w...